The task is: describe an organic reaction: reactants, conditions, products, and yield. This data is from the Open Reaction Database (ORD), a public repository of structured organic reaction records. Reactants: CCC(CC)c1cc(C)nn2c(-c3sc(Br)nc3Br)c(C)nc12, C1CCOC1, [Li]CCCC, CCCCCC, Cn1cncn1, [Cl-], [Cl-], [Zn+2]. The product is CCC(CC)c1cc(C)nn2c(-c3sc(-c4ncnn4C)nc3Br)c(C)nc12. As a reaction SMILES: [Br:18][c:19]1[s:20][c:21](-[c:25]2[c:26]([CH3:40])[n:27][c:28]3[n:29]2[n:30][c:31]([CH3:39])[cH:32][c:33]3[CH:34]([CH2:35][CH3:36])[CH2:37][CH3:38])[c:22]([Br:24])[n:23]1.[CH2:41]1[O:42][CH2:43][CH2:44][CH2:45]1.[CH2:7]([Li:8])[CH2:9][CH2:10][CH3:11].[CH3:12][CH2:13][CH2:14][CH2:15][CH2:16][CH3:17].[CH3:1][n:2]1[n:3][cH:4][n:5][cH:6]1.[Cl-:46].[Cl-:48].[Zn+2:47]>>[CH3:1][n:2]1[n:3][cH:4][n:5][c:6]1-[c:19]1[s:20][c:21](-[c:25]2[c:26]([CH3:40])[n:27][c:28]3[n:29]2[n:30][c:31]([CH3:39])[cH:32][c:33]3[CH:34]([CH2:35][CH3:36])[CH2:37][CH3:38])[c:22]([Br:24])[n:23]1. Reactants: C(#N)C1=NC(=CC(NC1C#N)(C1=CC=CC=C1)O)C (2,3-dicyano-5-hydroxy-5-phenyl-7-methyl-4H-1,4-diazepine), COC1=CC=C(C=O)C=C1 (4-methoxybenzaldehyde), N1CCCCC1 (piperidine). Yields the product C(#N)C=1N=C(C(C(NC1C#N)(C1=CC=CC=C1)O)=CC1=CC=C(C=C1)OC)C (2,3-dicyano-5-hydroxy-5-phenyl-6-(4-methoxyphenylmethylidene)-7-methyl-4H-1,4-diazepine). RXN SMILES: [C:1]([C:3]1[CH:9]([C:10]#[N:11])[NH:8][C:7]([OH:18])([C:12]2[CH:17]=[CH:16][CH:15]=[CH:14][CH:13]=2)[CH:6]=[C:5]([CH3:19])[N:4]=1)#[N:2].[CH3:20][O:21][C:22]1[CH:29]=[CH:28][C:25]([CH:26]=O)=[CH:24][CH:23]=1.N1CCCCC1>>[C:1]([C:3]1[N:4]=[C:5]([CH3:19])[C:6](=[CH:26][C:25]2[CH:28]=[CH:29][C:22]([O:21][CH3:20])=[CH:23][CH:24]=2)[C:7]([OH:18])([C:12]2[CH:13]=[CH:14][CH:15]=[CH:16][CH:17]=2)[NH:8][C:9]=1[C:10]#[N:11])#[N:2]. Procedure details: In the presence of a catalytic amount of HCl (4N=4 mol/l), 1 mol of diaminomaleonitrile was reacted with 1 mol of benzoylacetone in a solvent (benzene) at 45° C. for 6 hours to give 2,3-dicyano-5-hydroxy-5-phenyl-7-methyl-4H-1,4-diazepine (compound 1a). The diazepine compound (1a) thus obtained was reacted with 4-methoxybenzaldehyde in the presence of piperidine to give the object compound 2,3-dicyano-5-hydroxy-5-phenyl-6-(4-methoxyphenylmethylidene)-7-methyl-4H-1,4-diazepine (compound 1). Reactants: ClCCl, CCN=C=NCCCN(C)C, CN(C)c1ccncc1, CNC(=O)CCc1cn(Cc2ccc(C(=O)O)cc2OC)c2cc(C(=O)NCC3CCCC3)ccc12, Cl, Cc1ccccc1S(N)(=O)=O. Product: CNC(=O)CCc1cn(Cc2ccc(C(=O)NS(=O)(=O)c3ccccc3C)cc2OC)c2cc(C(=O)NCC3CCCC3)ccc12. As a reaction SMILES: [CH2:69]([Cl:70])[Cl:71].[CH3:38][N:39]([CH3:40])[CH2:41][CH2:42][CH2:43][N:44]=[C:45]=[N:46][CH2:47][CH3:48].[CH3:60][N:61]([CH3:62])[c:63]1[cH:64][cH:65][n:66][cH:67][cH:68]1.[CH:1]1([CH2:6][NH:7][C:8](=[O:9])[c:10]2[cH:11][cH:12][c:13]3[c:14]([CH2:31][CH2:32][C:33]([NH:34][CH3:35])=[O:36])[cH:15][n:16]([CH2:19][c:20]4[c:21]([O:29][CH3:30])[cH:22][c:23]([C:24](=[O:25])[OH:26])[cH:27][cH:28]4)[c:17]3[cH:18]2)[CH2:2][CH2:3][CH2:4][CH2:5]1.[ClH:37].[c:49]1([CH3:59])[c:50]([S:55](=[O:56])(=[O:57])[NH2:58])[cH:51][cH:52][cH:53][cH:54]1>>[CH:1]1([CH2:6][NH:7][C:8](=[O:9])[c:10]2[cH:11][cH:12][c:13]3[c:14]([CH2:31][CH2:32][C:33]([NH:34][CH3:35])=[O:36])[cH:15][n:16]([CH2:19][c:20]4[c:21]([O:29][CH3:30])[cH:22][c:23]([C:24](=[O:25])[NH:58][S:55]([c:50]5[c:49]([CH3:59])[cH:54][cH:53][cH:52][cH:51]5)(=[O:56])=[O:57])[cH:27][cH:28]4)[c:17]3[cH:18]2)[CH2:2][CH2:3][CH2:4][CH2:5]1. The product is CC1(C)C=C(c2ccccc2O)c2cc(C#N)ccc2O1. The reactants are COc1ccccc1C1=CC(C)(C)Oc2ccc(C#N)cc21, C[S-], CCOCC, CN(C)C=O, [Na+], O. As a reaction SMILES: [CH3:1][O:2][c:3]1[c:4]([C:9]2=[CH:10][C:11]([CH3:21])([CH3:22])[O:12][c:13]3[c:14]2[cH:15][c:16]([C:19]#[N:20])[cH:17][cH:18]3)[cH:5][cH:6][cH:7][cH:8]1.[CH3:23][S-:24].[CH3:26][CH2:27][O:28][CH2:29][CH3:30].[CH3:32][N:33]([CH3:34])[CH:35]=[O:36].[Na+:25].[OH2:31]>>[OH:2][c:3]1[c:4]([C:9]2=[CH:10][C:11]([CH3:21])([CH3:22])[O:12][c:13]3[c:14]2[cH:15][c:16]([C:19]#[N:20])[cH:17][cH:18]3)[cH:5][cH:6][cH:7][cH:8]1. Starting materials: C1CCOC1, CS(C)=O, C[S+](C)C, CC(=O)c1ccc(Cl)c(Cl)c1, [H-], [I-], [Na+], O. The product is CC1(c2ccc(Cl)c(Cl)c2)CO1. RXN SMILES: [CH2:23]1[O:24][CH2:25][CH2:26][CH2:27]1.[CH3:1][S:2]([CH3:3])=[O:4].[CH3:8][S+:9]([CH3:10])[CH3:11].[Cl:12][c:13]1[cH:14][c:15]([C:20]([CH3:21])=[O:22])[cH:16][cH:17][c:18]1[Cl:19].[H-:6].[I-:7].[Na+:5].[OH2:28]>>[CH3:8][C:20]1([c:15]2[cH:14][c:13]([Cl:12])[c:18]([Cl:19])[cH:17][cH:16]2)[CH2:21][O:22]1. RXN SMILES: [C:19](=[O:20])([O-:21])[O-:22].[CH2:25]([c:26]1[cH:27][cH:28][cH:29][cH:30][cH:31]1)[O:32][C:33]([C:34]([F:35])([F:36])[F:37])([C:38]([F:39])([F:40])[F:41])[c:42]1[cH:43][c:44]([CH:58]=[CH:59][CH3:60])[c:45]([N:48]2[CH2:49][CH2:50][N:51]([C:54]([CH2:55][Br:56])=[O:57])[CH2:52][CH2:53]2)[cH:46][cH:47]1.[CH3:1][C:2]1([c:9]2[n:10][cH:11][c:12]([O:15][CH:16]([CH3:17])[CH3:18])[cH:13][cH:14]2)[C:3](=[O:8])[NH:4][C:5](=[O:7])[NH:6]1.[CH3:62][N:63]([CH3:64])[CH:65]=[O:66].[K+:23].[K+:24].[OH2:61]>>[CH3:1][C:2]1([c:9]2[n:10][cH:11][c:12]([O:15][CH:16]([CH3:17])[CH3:18])[cH:13][cH:14]2)[C:3](=[O:8])[N:4]([CH2:55][C:54]([N:51]2[CH2:50][CH2:49][N:48]([c:45]3[c:44]([CH:58]=[CH:59][CH3:60])[cH:43][c:42]([C:33]([O:32][CH2:25][c:26]4[cH:27][cH:28][cH:29][cH:30][cH:31]4)([C:34]([F:35])([F:36])[F:37])[C:38]([F:39])([F:40])[F:41])[cH:47][cH:46]3)[CH2:53][CH2:52]2)=[O:57])[C:5](=[O:7])[NH:6]1. Reactants: O=C([O-])[O-], CC=Cc1cc(C(OCc2ccccc2)(C(F)(F)F)C(F)(F)F)ccc1N1CCN(C(=O)CBr)CC1, CC(C)Oc1ccc(C2(C)NC(=O)NC2=O)nc1, CN(C)C=O, [K+], [K+], O. Yields the product CC=Cc1cc(C(OCc2ccccc2)(C(F)(F)F)C(F)(F)F)ccc1N1CCN(C(=O)CN2C(=O)NC(C)(c3ccc(OC(C)C)cn3)C2=O)CC1. Starting materials: N1=C(C=CC=C1)C(=O)C1=C(C=CC=C1)N=NC(C(=O)N)NC(CCl)=O ([2-(2-pyridinecarbonyl)-phenyl]azo-(2-chloroacetamido)acetamide), CC=1NC=CN1 (2-methylimidazole). Run in C(C)O (ethanol). Yields the product N1=C(C=CC=C1)C(=O)C1=C(C=CC=C1)N1N=C(N=C1CCl)C(=O)N (1-[2-(2-pyridinecarbonyl)phenyl]-5-chloromethyl-1H-1,2,4-triazole-3-carboxamide). Reaction SMILES: [N:1]1[CH:6]=[CH:5][CH:4]=[CH:3][C:2]=1[C:7]([C:9]1[CH:14]=[CH:13][CH:12]=[CH:11][C:10]=1[N:15]=[N:16][CH:17]([NH:21][C:22](=O)[CH2:23][Cl:24])[C:18]([NH2:20])=[O:19])=[O:8].CC1NC=CN=1>C(O)C>[N:1]1[CH:6]=[CH:5][CH:4]=[CH:3][C:2]=1[C:7]([C:9]1[CH:14]=[CH:13][CH:12]=[CH:11][C:10]=1[N:15]1[C:22]([CH2:23][Cl:24])=[N:21][C:17]([C:18]([NH2:20])=[O:19])=[N:16]1)=[O:8]. Reported procedure: A solution of 0.3 g. of [2-(2-pyridinecarbonyl)-phenyl]azo-(2-chloroacetamido)acetamide and 0.82 g. of 2-methylimidazole in 12ml. of ethanol is refluxed for one hour and then cooled. The precipitated crystals are collected by filtration to give 1-[2-(2-pyridinecarbonyl)phenyl]-5-chloromethyl-1H-1,2,4-triazole-3-carboxamide as crystals. Recrystallization from chloroform-ethanol gives colorless needles, melting at 228° to 229° C. (decomposition). RXN SMILES: [Br:1][c:2]1[n:3][cH:4][c:5]([Br:8])[cH:6][cH:7]1.[CH3:19][CH2:20][O:21][C:22](=[O:23])[CH3:24].[ClH:25].[NH2:9][CH2:10][CH2:11][c:12]1[cH:13][cH:14][c:15]([OH:16])[cH:17][cH:18]1.[OH2:26]>>[c:2]1([NH:9][CH2:10][CH2:11][c:12]2[cH:13][cH:14][c:15]([OH:16])[cH:17][cH:18]2)[n:3][cH:4][c:5]([Br:8])[cH:6][cH:7]1. Reactants: Brc1ccc(Br)nc1, CCOC(C)=O, Cl, NCCc1ccc(O)cc1, O. Yields the product Oc1ccc(CCNc2ccc(Br)cn2)cc1.